This data is from the Open Reaction Database (ORD), a public repository of structured organic reaction records. The task is: describe an organic reaction: reactants, conditions, products, and yield Starting materials: FC(C1=CC=C(C=C1)C1=C(C=NO1)C(=O)OCC)(F)F (ethyl 5-(4-trifluoromethylphenyl)isoxazole-4-carboxylate), [H-].C(C(C)C)[Al+]CC(C)C (diisobutylaluminum hydride), Cl (hydrochloric acid). The solvent is O1CCCC1 (tetrahydrofuran). Reaction conditions: time 1 hour. The product is FC(C1=CC=C(C=C1)C1=C(C=NO1)CO)(F)F (5-(4-trifluoromethylphenyl)-4-isoxazolylmethanol). Yield: 96.7%. As a reaction SMILES: [F:1][C:2]([F:20])([F:19])[C:3]1[CH:8]=[CH:7][C:6]([C:9]2[O:13][N:12]=[CH:11][C:10]=2[C:14](OCC)=[O:15])=[CH:5][CH:4]=1.[H-].C([Al+]CC(C)C)C(C)C.Cl>O1CCCC1>[F:20][C:2]([F:1])([F:19])[C:3]1[CH:4]=[CH:5][C:6]([C:9]2[O:13][N:12]=[CH:11][C:10]=2[CH2:14][OH:15])=[CH:7][CH:8]=1 |f:1.2|. Procedure: To a solution of ethyl 5-(4-trifluoromethylphenyl)isoxazole-4-carboxylate (7.63 g) in tetrahydrofuran (100 ml) was gently added diisobutylaluminum hydride (1.0 M hexane solution, 59 ml) at 0° C. and the mixture was stirred at room temperature for 1 hr. The reaction mixture was poured into dilute hydrochloric acid, and the mixture was extracted with ethyl acetate. The ethyl acetate layer was washed with saturated brine, dried (MgSO4) and concentrated to give 5-(4-trifluoromethylphenyl)-4-isoxazol... Reactants: C(C)(=O)OC1C[C@@H]2CC[C@H]3[C@@H]4CC[C@@H]([C@@]4(C)CC[C@@H]3[C@]2([C@@H]2[C@H]1C2)C)OC2OCCCC2 (3-acetoxy-1α,2α-methylene-17β-(tetrahydropyran-2-yloxy)-5α-androstane), S(O)(O)(=O)=O (sulfuric acid). The solvent is CO (methanol), C(C)OCC (diethyl ether), O1CCCC1 (tetrahydrofuran). Reaction conditions: time 3 hour. Product: C(C)(=O)OC1C[C@@H]2CC[C@H]3[C@@H]4CC[C@@H]([C@@]4(C)CC[C@@H]3[C@]2([C@@H]2[C@H]1C2)C)O (3-acetoxy-1α,2α-methylene-5α-androstan-17β-ol). The yield is 79.1%. As a reaction SMILES: [C:1]([O:4][CH:5]1[C@@H:22]2[CH2:23][C@@H:21]2[C@@:20]2([CH3:24])[C@@H:7]([CH2:8][CH2:9][C@@H:10]3[C@@H:19]2[CH2:18][CH2:17][C@@:15]2([CH3:16])[C@H:11]3[CH2:12][CH2:13][C@@H:14]2[O:25]C2CCCCO2)[CH2:6]1)(=[O:3])[CH3:2].S(=O)(=O)(O)O>O1CCCC1.CO.C(OCC)C>[C:1]([O:4][CH:5]1[C@@H:22]2[CH2:23][C@@H:21]2[C@@:20]2([CH3:24])[C@@H:7]([CH2:8][CH2:9][C@@H:10]3[C@@H:19]2[CH2:18][CH2:17][C@@:15]2([CH3:16])[C@H:11]3[CH2:12][CH2:13][C@@H:14]2[OH:25])[CH2:6]1)(=[O:3])[CH3:2]. Procedure: A solution of 11 g of 3-acetoxy-1α,2α-methylene-17β-(tetrahydropyran-2-yloxy)-5α-androstane in 55 ml of tetrahydrofuran and 55 ml of methanol is combined with 11 ml of 8% strength sulfuric acid and stirred for 3 hours at room temperature. The reaction solution is diluted with diethyl ether, washed with water, dried, and evaporated. The residue is chromatographed on silica gel, yielding 7.0 g of 3-acetoxy-1α,2α-methylene-5α-androstan-17β-ol. Starting materials: C1(=CC=CS1)C(=O)C1=CC=C(C=C1)CC#N (2-[p-(2-thenoyl)phenyl] acetonitrile), [H-].[Na+] (sodium hydride), CN(P(=O)(N(C)C)N(C)C)C (hexamethylphosphoramide), CI (methyl iodide). Conditions: time 3 hour. The product is CC(C#N)(C)C1=CC=C(C=C1)C(C1=CC=CS1)=O (α-methyl-p-(2-thenoyl)hydratroponitrile). As a reaction SMILES: [H-].[Na+].[C:3]1([C:8]([C:10]2[CH:15]=[CH:14][C:13]([CH2:16][C:17]#N)=[CH:12][CH:11]=2)=[O:9])[S:7][CH:6]=[CH:5][CH:4]=1.[CH3:19]I.C[N:22]([CH3:31])P(N(C)C)(N(C)C)=O>>[CH3:19][C:16]([C:13]1[CH:14]=[CH:15][C:10]([C:8](=[O:9])[C:3]2[S:7][CH:6]=[CH:5][CH:4]=2)=[CH:11][CH:12]=1)([CH3:17])[C:31]#[N:22] |f:0.1|. Procedure details: To a stirred mixture of 5.5 parts of sodium hydride dispersion 78% in 150 parts of hexamethylphosphoramide are added dropwise 14 parts of 2-[p-(2-thenoyl)phenyl] acetonitrile over a period of 30 minutes at a temperature of 15° C. Upon completion, stirring is continued for 3 hours at room temperature. Then there are added dropwise 34 parts of methyl iodide (strong exothermic reaction) and upon completion, the whole is stirred overnight. The reaction mixture is poured onto water and the product is... The reactants are CCCI, CCI, Cc1cccc(-n2c(C)ccc2C)n1. Yields the product CCCCc1cccc(-n2c(C)ccc2C)n1. As a reaction SMILES: [CH2:15]([CH2:16][CH3:17])[I:18].[CH2:19]([I:20])[CH3:21].[CH3:1][c:2]1[n:3](-[c:8]2[n:9][c:10]([CH3:14])[cH:11][cH:12][cH:13]2)[c:4]([CH3:7])[cH:5][cH:6]1>>[CH3:1][c:2]1[n:3](-[c:8]2[n:9][c:10]([CH2:14][CH2:15][CH2:16][CH3:17])[cH:11][cH:12][cH:13]2)[c:4]([CH3:7])[cH:5][cH:6]1. Reactants: C(C1=CC=CC=C1)C1=C(N=C(S1)NC(C1=CC(=CC=C1)OC)=O)C1=CC=C(C=C1)OC (N-[5-benzyl-4-(4-methoxy-phenyl)-thiazol-2-yl]-3-methyoxy-benzamide), B(Br)(Br)Br (boron tribromide). Yields the product C(C1=CC=CC=C1)C1=C(N=C(S1)NC(C1=CC(=CC=C1)O)=O)C1=CC=C(C=C1)O (N-[5-benzyl-4-(4-hydroxy-phenyl)-thiazol-2-yl]-3-hydroxy-benzamide). Isolated yield 65.0%. RXN SMILES: [CH2:1]([C:8]1[S:12][C:11]([NH:13][C:14](=[O:23])[C:15]2[CH:20]=[CH:19][CH:18]=[C:17]([O:21]C)[CH:16]=2)=[N:10][C:9]=1[C:24]1[CH:29]=[CH:28][C:27]([O:30]C)=[CH:26][CH:25]=1)[C:2]1[CH:7]=[CH:6][CH:5]=[CH:4][CH:3]=1.B(Br)(Br)Br>>[CH2:1]([C:8]1[S:12][C:11]([NH:13][C:14](=[O:23])[C:15]2[CH:20]=[CH:19][CH:18]=[C:17]([OH:21])[CH:16]=2)=[N:10][C:9]=1[C:24]1[CH:29]=[CH:28][C:27]([OH:30])=[CH:26][CH:25]=1)[C:2]1[CH:7]=[CH:6][CH:5]=[CH:4][CH:3]=1. Procedure: A procedure similar to that in Example 7 was used. N-[5-benzyl-4-(4-methoxy-phenyl)-thiazol-2-yl]-3-methyoxy-benzamide prepared in Example 42 and boron tribromide were used as starting materials. The obtained crude product was recrystallized with acetone to give a product as a white solid in a yield of 65.0%, mp: 233-234 └. 1H-NMR (DMSO-d6, 400 MHz) δ: 4.23 (2H, s, CH2), 6.83 (2H, d, J=7.28 Hz, ArH), 6.98˜7.02 (1H, m, ArH), 7.22˜7.35 (6H, m, ArH), 7.40 (1H, s, ArH), 7.46 (2H, d, J=7.28 Hz, ArH),...